This data is from the Open Reaction Database (ORD), a public repository of structured organic reaction records. The task is: describe an organic reaction: reactants, conditions, products, and yield Starting materials: COC([C@@H](NC(C1=C(C=C(C=C1)CO)C1=C(C=CC=C1)C)=O)CCSC)=O (N-[4-hydroxymethyl-2-(2-methylphenyl)benzoyl]methionine methyl ester), C(Br)(Br)(Br)Br (carbon tetrabromide), C1(=CC=CC=C1)P(C1=CC=CC=C1)C1=CC=CC=C1 (triphenylphosphine). Solvent: C(Cl)Cl (CH2Cl2). Conditions: temperature -10 celsius, time 1 hour. Yields the product COC([C@@H](NC(C1=C(C(=CC=C1)CBr)C1=C(C=CC=C1)C)=O)CCSC)=O (N-[Bromomethyl-2-(2-methylphenyl)benzoyl]methionine methyl ester). RXN SMILES: [CH3:1][O:2][C:3](=[O:27])[C@H:4]([CH2:23][CH2:24][S:25][CH3:26])[NH:5][C:6](=[O:22])[C:7]1[CH:12]=[CH:11][C:10](CO)=[CH:9][C:8]=1[C:15]1[CH:20]=[CH:19][CH:18]=[CH:17][C:16]=1[CH3:21].[C:28]([Br:32])(Br)(Br)Br.C1(P(C2C=CC=CC=2)C2C=CC=CC=2)C=CC=CC=1>C(Cl)Cl>[CH3:1][O:2][C:3](=[O:27])[C@H:4]([CH2:23][CH2:24][S:25][CH3:26])[NH:5][C:6](=[O:22])[C:7]1[CH:12]=[CH:11][CH:10]=[C:9]([CH2:28][Br:32])[C:8]=1[C:15]1[CH:20]=[CH:19][CH:18]=[CH:17][C:16]=1[CH3:21]. Procedure details: To a stirred solution at −10° C. under N2 of N-[4-hydroxymethyl-2-(2-methylphenyl)benzoyl]methionine methyl ester (200 mg, 0.517 mmol ), prepared as in Example 403F, and carbon tetrabromide (189 mg, 0.568 mmol) in CH2Cl2 (5 mL) was added triphenylphosphine (163 mg, 0.620 mmol). Reaction stirred one hour at −10° C., and then, solvents concentrated in vacuo to produce a colorless glass. The residue could not be stored, and so, was used directly in the reaction in Example 1188B. Starting materials: CC1(OCCO1)C1=CC=C(O1)CN1N=CC(=C1)N (1-[5-(2-methyl-[1,3]dioxolan-2-yl)-furan-2-ylmethyl]-1H-pyrazol-4-ylamine), [Li+].O1N=CC=C1C1=C(N=CO1)C(=O)[O-] (5-isoxazol-5-yl-oxazole-4-carboxylic acid lithium salt). Product: C(C)(=O)C1=CC=C(O1)CN1N=CC(=C1)NC(=O)C=1N=COC1C1=CC=NO1 (5-Isoxazol-5-yl-oxazole-4-carboxylic acid [1-(5-acetyl-furan-2-ylmethyl)-1H-pyrazol-4-yl]-amide). RXN SMILES: [CH3:1][C:2]1([C:7]2[O:11][C:10]([CH2:12][N:13]3[CH:17]=[C:16]([NH2:18])[CH:15]=[N:14]3)=[CH:9][CH:8]=2)[O:6]CCO1.[Li+].[O:20]1[C:24]([C:25]2[O:29][CH:28]=[N:27][C:26]=2[C:30]([O-])=[O:31])=[CH:23][CH:22]=[N:21]1>>[C:2]([C:7]1[O:11][C:10]([CH2:12][N:13]2[CH:17]=[C:16]([NH:18][C:30]([C:26]3[N:27]=[CH:28][O:29][C:25]=3[C:24]3[O:20][N:21]=[CH:22][CH:23]=3)=[O:31])[CH:15]=[N:14]2)=[CH:9][CH:8]=1)(=[O:6])[CH3:1] |f:1.2|. Procedure: Following general procedure Z3 followed by C, starting from 1-[5-(2-methyl-[1,3]dioxolan-2-yl)-furan-2-ylmethyl]-1H-pyrazol-4-ylamine and 5-isoxazol-5-yl-oxazole-4-carboxylic acid lithium salt. LC-MS-conditions 01: tR=0.81 min; [M+H]+=367.95. The reactants are BrC=1C(N(N=CC1O)C(C)(C)C)=O (4-bromo-2-t-butyl-5-hydroxy-3(2H)-pyridazinone), C(CC)OCCCOC1=CC=C(CBr)C=C1 (4-(3-propoxypropoxy)-benzyl bromide), C([O-])([O-])=O.[K+].[K+] (potassium carbonate). The solvent is CN(C=O)C (N,N-dimethylformamide). Run at time 3 hour. Yields the product BrC=1C(N(N=CC1OCC1=CC=C(C=C1)OCCCOCCC)C(C)(C)C)=O (4-bromo-2-t-butyl-5-[4-(3-propoxypropoxy)-benzyloxy]-3(2H)-pyridazinone). Isolated yield 41.7%. Reaction SMILES: [Br:1][C:2]1[C:3](=[O:13])[N:4]([C:9]([CH3:12])([CH3:11])[CH3:10])[N:5]=[CH:6][C:7]=1[OH:8].[CH2:14]([O:17][CH2:18][CH2:19][CH2:20][O:21][C:22]1[CH:29]=[CH:28][C:25]([CH2:26]Br)=[CH:24][CH:23]=1)[CH2:15][CH3:16].C(=O)([O-])[O-].[K+].[K+]>CN(C)C=O>[Br:1][C:2]1[C:3](=[O:13])[N:4]([C:9]([CH3:10])([CH3:12])[CH3:11])[N:5]=[CH:6][C:7]=1[O:8][CH2:26][C:25]1[CH:24]=[CH:23][C:22]([O:21][CH2:20][CH2:19][CH2:18][O:17][CH2:14][CH2:15][CH3:16])=[CH:29][CH:28]=1 |f:2.3.4|. Procedure: In 20 ml of N,N-dimethylformamide were dissolved 1.7 g of 4-bromo-2-t-butyl-5-hydroxy-3(2H)-pyridazinone and 2.0 g of 4-(3-propoxypropoxy)-benzyl bromide, and 1.3 g of anhydrous potassium carbonate was added thereto. The resulting mixture was heated under stirring on an oil bath at 80° to 90° C. for 3 hours. Then, procedures similar to those in Preparation Example 2 were carried out to obtain 1.3 g of the aimed compound as an oil. The reactants are CCOC(C)=O, O=C(Cl)Oc1ccccc1, CC(C)(C)OC(=O)N1CCC(C(=O)Nc2cc(Oc3ccc(N)c(Cl)c3)ccn2)CC1, C1CCOC1, O, c1ccncc1. Yields the product CC(C)(C)OC(=O)N1CCC(C(=O)Nc2cc(Oc3ccc(NC(=O)Oc4ccccc4)c(Cl)c3)ccn2)CC1. RXN SMILES: [CH3:53][CH2:54][O:55][C:56](=[O:57])[CH3:58].[Cl:1][C:2](=[O:3])[O:4][c:5]1[cH:6][cH:7][cH:8][cH:9][cH:10]1.[NH2:11][c:12]1[c:13]([Cl:41])[cH:14][c:15]([O:16][c:17]2[cH:18][c:19]([NH:23][C:24](=[O:25])[CH:26]3[CH2:27][CH2:28][N:29]([C:32](=[O:33])[O:34][C:35]([CH3:36])([CH3:37])[CH3:38])[CH2:30][CH2:31]3)[n:20][cH:21][cH:22]2)[cH:39][cH:40]1.[O:48]1[CH2:49][CH2:50][CH2:51][CH2:52]1.[OH2:59].[cH:42]1[cH:43][cH:44][n:45][cH:46][cH:47]1>>[C:2](=[O:3])([O:4][c:5]1[cH:6][cH:7][cH:8][cH:9][cH:10]1)[NH:11][c:12]1[c:13]([Cl:41])[cH:14][c:15]([O:16][c:17]2[cH:18][c:19]([NH:23][C:24](=[O:25])[CH:26]3[CH2:27][CH2:28][N:29]([C:32](=[O:33])[O:34][C:35]([CH3:36])([CH3:37])[CH3:38])[CH2:30][CH2:31]3)[n:20][cH:21][cH:22]2)[cH:39][cH:40]1. Starting materials: C1(CC1)N (cyclopropylamine), ClC1=NC(=NC(=C1C#N)Cl)NC(C)(C)C#N (4, 6-dichloro-2-(1-cyano-1-methylethylamino)-5-pyrimidinecarbonitrile), C(C)(C)N (isopropylamine). Reported procedure: This compound was prepared in the manner of Example X, substituting 4,6-dichloro-2-(1-cyano-1-methylpropylamino)-5-pyrimidinecarbonitrile and cyclopropylamine for 4, 6-dichloro-2-(1-cyano-1-methylethylamino)-5-pyrimidinecarbonitrile and isopropylamine. The reaction product was recrystallized from carbon tetrachloride to give 4-chloro-2-(1-cyano-1-methylpropylamino)-6-cyclopropylamino-5-pyrimidinecarbonitrile; mp, 155°-159°. Reaction SMILES: [CH:1]1([NH2:4])[CH2:3][CH2:2]1.Cl[C:6]1[C:11]([C:12]#[N:13])=[C:10]([Cl:14])[N:9]=[C:8]([NH:15][C:16]([C:19]#[N:20])([CH3:18])[CH3:17])[N:7]=1.[CH:21](N)(C)C>>[Cl:14][C:10]1[C:11]([C:12]#[N:13])=[C:6]([NH:4][CH:1]2[CH2:3][CH2:2]2)[N:7]=[C:8]([NH:15][C:16]([C:19]#[N:20])([CH3:18])[CH2:17][CH3:21])[N:9]=1. Yields the product ClC1=NC(=NC(=C1C#N)NC1CC1)NC(CC)(C)C#N (4-chloro-2-(1-cyano-1-methylpropylamino)-6-cyclopropylamino-5-pyrimidinecarbonitrile).